Dataset: the Open Reaction Database (ORD), a public repository of structured organic reaction records. Task: describe an organic reaction: reactants, conditions, products, and yield Reactants: FC1=C(C=CC=C1S(=O)(=O)C)C1CCN(CC1)CCC (4-[2-fluoro-3-(methylsulfonyl)phenyl]-1-propylpiperidine), [C-]#N.[Na+] (sodium cyanide), C1COCCOCCOCCOCCOCCO1 (18-crown-6-ether), CN(C=O)C (N,N-dimethylformamide), C([O-])([O-])=O.[Na+].[Na+] (sodium carbonate). Yields the product C(CC)N1CCC(CC1)C1=C(C(C#N)=CC=C1)C#N (3-(1-PROPYLPIPERIDIN-4-YL)PHTHALONITRILE). RXN SMILES: F[C:2]1[C:7](S(C)(=O)=O)=[CH:6][CH:5]=[CH:4][C:3]=1[CH:12]1[CH2:17][CH2:16][N:15]([CH2:18][CH2:19][CH3:20])[CH2:14][CH2:13]1.[C-:21]#[N:22].[Na+].C1OCCOCCOCCOCCOCCOC1.C(=O)([O-])[O-].[Na+].[Na+].C[N:49]([CH3:52])C=O>>[CH2:18]([N:15]1[CH2:16][CH2:17][CH:12]([C:3]2[CH:4]=[CH:5][CH:6]=[C:7]([C:21]#[N:22])[C:2]=2[C:52]#[N:49])[CH2:13][CH2:14]1)[CH2:19][CH3:20] |f:1.2,4.5.6|. Reported procedure: To a solution of 4-[2-fluoro-3-(methylsulfonyl)phenyl]-1-propylpiperidine (0.2 g, 0.67 mmol) in N,N-dimethylformamide (30 ml) was added sodium cyanide (0.82 g, 1.67 mmol) and 18-crown-6-ether (5 mg). The mixture was heated at reflux for 15 h and then brought to ambient temperature. Aqueous sodium carbonate (10%, 50 ml) was added and the phases were separated. The aqueous phase was extracted with ethylacetate (2×50 ml) and the combined organic phases was dried (MgSO4) and evaporated under reduced... Reactants: ClC1=NC=2N(C(NC(C2N1CC=C)=O)=O)CCC (8-chloro-7-(2-propen-1-yl)-3-propyl-3,7-dihydro-1H-purine-2,6-dione), C1(=CC=CC=C1)CC1=NOC(=N1)CCCO (3-[3-(phenylmethyl)-1,2,4-oxadiazol-5-yl]-1-propanol), C1=CC=C(C=C1)P(C2=CC=CC=C2)C3=CC=CC=C3 (PPh3), C1=CC=C(C=C1)COC(=O)/N=N/C(=O)OCC2=CC=CC=C2 (DBAD), N1CCOCC1 (morpholine). Reagents/catalysts: C=1C=CC(=CC1)[P](C=2C=CC=CC2)(C=3C=CC=CC3)[Pd]([P](C=4C=CC=CC4)(C=5C=CC=CC5)C=6C=CC=CC6)([P](C=7C=CC=CC7)(C=8C=CC=CC8)C=9C=CC=CC9)[P](C=1C=CC=CC1)(C=1C=CC=CC1)C=1C=CC=CC1 (Pd(PPh3)4). Run in C1CCOC1 (THF). Run at time 18 hour. The product is ClC1=NC=2N(C(N(C(C2N1)=O)CCCC1=NC(=NO1)CC1=CC=CC=C1)=O)CCC (8-Chloro-1-{3-[3-(phenylmethyl)-1,2,4-oxadiazol-5-yl]propyl}-3-propyl-3,7-dihydro-1H-purine-2,6-dione). The yield is 23.3%. As a reaction SMILES: [Cl:1][C:2]1[N:10](CC=C)[C:9]2[C:8](=[O:14])[NH:7][C:6](=[O:15])[N:5]([CH2:16][CH2:17][CH3:18])[C:4]=2[N:3]=1.[C:19]1([CH2:25][C:26]2[N:30]=[C:29]([CH2:31][CH2:32][CH2:33]O)[O:28][N:27]=2)[CH:24]=[CH:23][CH:22]=[CH:21][CH:20]=1.C1C=CC(P(C2C=CC=CC=2)C2C=CC=CC=2)=CC=1.C1C=CC(COC(/N=N/C(OCC2C=CC=CC=2)=O)=O)=CC=1.N1CCOCC1>C1COCC1.C1C=CC([P]([Pd]([P](C2C=CC=CC=2)(C2C=CC=CC=2)C2C=CC=CC=2)([P](C2C=CC=CC=2)(C2C=CC=CC=2)C2C=CC=CC=2)[P](C2C=CC=CC=2)(C2C=CC=CC=2)C2C=CC=CC=2)(C2C=CC=CC=2)C2C=CC=CC=2)=CC=1>[Cl:1][C:2]1[NH:10][C:9]2[C:8](=[O:14])[N:7]([CH2:33][CH2:32][CH2:31][C:29]3[O:28][N:27]=[C:26]([CH2:25][C:19]4[CH:24]=[CH:23][CH:22]=[CH:21][CH:20]=4)[N:30]=3)[C:6](=[O:15])[N:5]([CH2:16][CH2:17][CH3:18])[C:4]=2[N:3]=1 |^1:90,92,111,130|. Procedure details: A solution of 8-chloro-7-(2-propen-1-yl)-3-propyl-3,7-dihydro-1H-purine-2,6-dione (200 mg, 0.74 mmol) in THF (4 ml) was treated with 3-[3-(phenylmethyl)-1,2,4-oxadiazol-5-yl]-1-propanol (195 mg, 0.89 mmol) and PPh3 (254 mg, 0.96 mmol). DBAD (223 mg, 0.96 mmol) was added in one portion and the mixture was left to stir at rt under nitrogen for 18 h. The mixture was partitioned between EtOAc and 2M HCl (aq). The organic layer was separated, washed with brine, dried (MgSO4) and concentrated. The cru... Reaction SMILES: CO[C:3]1[CH:11]=[C:10]2[C:6]([CH2:7][CH:8]([CH3:13])[C:9]2=[O:12])=[CH:5][CH:4]=1.Br[CH2:15][C:16]([O:18][CH3:19])=[O:17].II.[CH2:22]([OH:24])C>C1C=CC=CC=1.CCOCC.C(O)(=O)C>[CH3:19][O:18][C:16](=[O:17])[CH2:15][CH:7]1[C:6]2[C:10](=[CH:11][CH:3]=[CH:4][CH:5]=2)[C:9]([O:12][CH2:22][OH:24])=[C:8]1[CH3:13]. Run in C1=CC=CC=C1 (benzene), C1=CC=CC=C1 (benzene), CCOCC (ether), C(C)(=O)O (acetic acid), C(C)(=O)O (acetic acid). Yields the product COC(CC1C(=C(C2=CC=CC=C12)OCO)C)=O (methyl(1-hydroxy-2-methyl-methoxy-indenyl)acetate). Reaction conditions: temperature 65 celsius. Procedure details: A solution of 13.4 g of 6-methoxy-2-methylindanone and 19.3 g of methyl bromoacetate in 45 ml benzene is added over a period of 5 minutes to 21 g of zinc amalgam (prepared according to Org. Syn. Coll., vol. 3) in 110 ml benzene and 40 ml dry ether. A few crystals of iodine are added to start the reaction, and the reaction mixture is maintained at reflux temperature (ca. 65° C. ) with external heating. At 3 hour intervals, two batches of 10 g zinc amalgam and 10 g bromoester are added, and the mi... The reactants are COC1=CC=C2CC(C(C2=C1)=O)C (6-methoxy-2-methylindanone), BrCC(=O)OC (methyl bromoacetate), zinc amalgam, C(C)O (ethanol), II (iodine), zinc amalgam, bromoester. Starting materials: C[C@H](C1=CC=CC=C1)N1C(C2(CC2)C(C1)=O)=O (5-((R)-α-methylbenzyl)-4,7-dioxo-5-azaspiro[2.4]heptane), [H-].[H-].[H-].[H-].[Li+].[Al+3] (LiAlH4), CCOC(=O)C (EtOAc), O (H2O). Run in C1CCOC1 (THF), C1CCOC1 (THF). Run at temperature 0 celsius, time 2 hour. The product is C[C@H](C1=CC=CC=C1)N1CC2(CC2)C(C1)O (5-((R)-α-methylbenzyl)-7-hydroxy-5-azaspiro[2.4]heptane). Yield: 84.3%. As a reaction SMILES: [H-].[H-].[H-].[H-].[Li+].[Al+3].[CH3:7][C@@H:8]([N:15]1[CH2:21][C:20](=[O:22])[C:17]2([CH2:19][CH2:18]2)[C:16]1=O)[C:9]1[CH:14]=[CH:13][CH:12]=[CH:11][CH:10]=1.CCOC(C)=O.O>C1COCC1>[CH3:7][C@@H:8]([N:15]1[CH2:21][CH:20]([OH:22])[C:17]2([CH2:18][CH2:19]2)[CH2:16]1)[C:9]1[CH:10]=[CH:11][CH:12]=[CH:13][CH:14]=1 |f:0.1.2.3.4.5|. Reported procedure: To a suspension of LiAlH4 (0.995 g, 26.2 mmol) in THF (40 mL) was added a solution of 5-((R)-α-methylbenzyl)-4,7-dioxo-5-azaspiro[2.4]heptane (3.0 g, 13.1 mmol) in THF (10 mL) at 0° C. The reaction mixture was stirred at 0° C. for 2 hrs, then warmed up to 50° C. and continued to stir for 6 hrs. The reaction mixture was then cooled to 0° C. and EtOAc (10 mL) and H2O (10 mL) were added. The suspension was filtered and the filtrate was concentrated in vacuo. The residue was purified by a silica gel... Starting materials: O=C1C2=C(C(=C3NC4=C(N31)C=CC=C4)C#N)CCSC2 (12-oxo-3,4,6,12-tetrahydro-1H-thiopyrano[4′,3′:4,5]pyrido[1,2-a]benzimidazole-5-carbonitrile), P(=O)(Cl)(Cl)Cl (Phosphorus oxychloride). The product is ClC1=C2C(=C(C3=NC4=C(N31)C=CC=C4)C#N)CCSC2 (12-chloro-3,4-dihydro-1H-thiopyrano[4′,3′:4,5]pyrido[1,2-a]benzimidazole-5-carbonitrile). Reaction SMILES: O=[C:2]1[N:10]2[C:6]([NH:7][C:8]3[CH:14]=[CH:13][CH:12]=[CH:11][C:9]=32)=[C:5]([C:15]#[N:16])[C:4]2[CH2:17][CH2:18][S:19][CH2:20][C:3]1=2.P(Cl)(Cl)([Cl:23])=O>>[Cl:23][C:2]1[N:10]2[C:6](=[N:7][C:8]3[CH:14]=[CH:13][CH:12]=[CH:11][C:9]=32)[C:5]([C:15]#[N:16])=[C:4]2[CH2:17][CH2:18][S:19][CH2:20][C:3]=12. Procedure details: Phosphorus oxychloride (50 ml) was added to 12-oxo-3,4,6,12-tetrahydro-1H-thiopyrano[4′,3′:4,5]pyrido[1,2-a]benzimidazole-5-carbonitrile (16 g), followed by heating under reflux for 3 hours. The reaction liquid was concentrated under reduced pressure and the residue was poured into ice-water. The precipitate was collected by filtration and washed with water to obtain 12-chloro-3,4-dihydro-1H-thiopyrano[4′,3′:4,5]pyrido[1,2-a]benzimidazole-5-carbonitrile (18 g). The reactants are CCCCCCCCCN, Cc1csc2c(Cl)nc(Cl)nc12, CN(C)C=O, O. Yields the product CCCCCCCCCNc1nc(Cl)nc2c(C)csc12. As a reaction SMILES: [CH2:13]([CH2:14][CH2:15][CH2:16][CH2:17][CH2:18][CH2:19][CH2:20][CH3:21])[NH2:22].[Cl:1][c:2]1[n:3][c:4]([Cl:12])[c:5]2[c:6]([n:7]1)[c:8]([CH3:11])[cH:9][s:10]2.[O:24]=[CH:25][N:26]([CH3:27])[CH3:28].[OH2:23]>>[Cl:1][c:2]1[n:3][c:4]([NH:22][CH2:13][CH2:14][CH2:15][CH2:16][CH2:17][CH2:18][CH2:19][CH2:20][CH3:21])[c:5]2[c:6]([n:7]1)[c:8]([CH3:11])[cH:9][s:10]2. Reaction SMILES: [Br-:6].[CH2:1]([Li:2])[CH2:3][CH2:4][CH3:5].[CH2:21]([CH:22]=[CH2:23])[O:24][c:25]1[c:26]([O:41][Si:42]([CH3:43])([CH3:44])[C:45]([CH3:46])([CH3:47])[CH3:48])[c:27]([O:33][Si:34]([CH3:35])([CH3:36])[C:37]([CH3:38])([CH3:39])[CH3:40])[c:28]([CH:29]=[O:30])[cH:31][cH:32]1.[CH2:50]1[O:51][CH2:52][CH2:53][CH2:54]1.[CH3:7][O:8][c:9]1[cH:10][c:11]([CH2:12][PH3+:13])[cH:14][c:15]([O:19][CH3:20])[c:16]1[O:17][CH3:18].[OH2:49]>>[CH3:7][O:8][c:9]1[cH:10][c:11]([CH:12]=[CH:29][c:28]2[c:27]([O:33][Si:34]([CH3:35])([CH3:36])[C:37]([CH3:38])([CH3:39])[CH3:40])[c:26]([O:41][Si:42]([CH3:43])([CH3:44])[C:45]([CH3:46])([CH3:47])[CH3:48])[c:25]([O:24][CH2:21][CH:22]=[CH2:23])[cH:32][cH:31]2)[cH:14][c:15]([O:19][CH3:20])[c:16]1[O:17][CH3:18]. Starting materials: [Br-], [Li]CCCC, C=CCOc1ccc(C=O)c(O[Si](C)(C)C(C)(C)C)c1O[Si](C)(C)C(C)(C)C, C1CCOC1, COc1cc(C[PH3+])cc(OC)c1OC, O. The product is C=CCOc1ccc(C=Cc2cc(OC)c(OC)c(OC)c2)c(O[Si](C)(C)C(C)(C)C)c1O[Si](C)(C)C(C)(C)C.